This data is from the Open Reaction Database (ORD), a public repository of structured organic reaction records. The task is: describe an organic reaction: reactants, conditions, products, and yield The reactants are [H][H] (hydrogen), [H][H] (hydrogen), CC(=O)C=1C=CC=C(C1)O (3-hydroxyacetophenone), N (ammonia). The reagents and catalysts are [Ni] (Raney nickel). Reaction conditions: temperature 77.5 celsius, time 6 hour. The product is OC=1C=C(C=CC1)C(C)N (1-(3-Hydroxyphenyl)ethylamine). As a reaction SMILES: [CH3:1][C:2]([C:4]1[CH:5]=[CH:6][CH:7]=[C:8]([OH:10])[CH:9]=1)=O.[H][H].[NH3:13]>[Ni]>[OH:10][C:8]1[CH:9]=[C:4]([CH:2]([NH2:13])[CH3:1])[CH:5]=[CH:6][CH:7]=1. Reported procedure: A mixture of 1000 ml of methanolic ammonia, 100 g of 3-hydroxyacetophenone, 25 g of molecular sieves and 10 g of Raney nickel was taken in an autoclave flask at 0-5° C. The autoclave flask was then closed and stirred for 6 h at 75-80° C. without applying hydrogen gas pressure. The reaction mass was further hydrogenated at 75-80° C. by applying 15-20 kg/cm2 pressure of hydrogen gas and the reaction mixture was allowed to stir while maintaining the same conditions of temperature and pressure for 1... RXN SMILES: [CH3:26][N:27]([CH3:28])[CH:29]=[O:30].[Cl:1][CH2:2][Cl:3].[Cl:20][C:21]([C:22]([Cl:23])=[O:24])=[O:25].[O:4]=[c:5]1[nH:6][c:7]2[c:8]([n:9]1[CH2:10][CH2:11][CH2:12][C:13](=[O:14])[OH:15])[cH:16][cH:17][cH:18][cH:19]2>>[O:4]=[c:5]1[nH:6][c:7]2[c:8]([n:9]1[CH2:10][CH2:11][CH2:12][C:13](=[O:14])[O:15][Cl:20])[cH:16][cH:17][cH:18][cH:19]2. Product: O=C(CCCn1c(=O)[nH]c2ccccc21)OCl. The reactants are CN(C)C=O, ClCCl, O=C(Cl)C(=O)Cl, O=C(O)CCCn1c(=O)[nH]c2ccccc21. As a reaction SMILES: [CH:1]1([N:4]([CH2:18][C:19]2[O:20][CH:21]=[C:22]([C:24]([OH:26])=O)[N:23]=2)[S:5]([C:8]2[C:13]([CH3:14])=[CH:12][C:11]([O:15][CH3:16])=[CH:10][C:9]=2[CH3:17])(=[O:7])=[O:6])[CH2:3][CH2:2]1.CCN=C=NCCCN(C)C.C1C=CC2N(O)N=NC=2C=1.Cl.Cl.[CH3:50][NH:51][CH2:52][C:53]1[CH:64]=[CH:63][C:56]([CH2:57][N:58]2[CH2:61][CH:60]([OH:62])[CH2:59]2)=[CH:55][CH:54]=1>C(Cl)Cl>[CH:1]1([N:4]([CH2:18][C:19]2[O:20][CH:21]=[C:22]([C:24]([N:51]([CH2:52][C:53]3[CH:54]=[CH:55][C:56]([CH2:57][N:58]4[CH2:61][CH:60]([OH:62])[CH2:59]4)=[CH:63][CH:64]=3)[CH3:50])=[O:26])[N:23]=2)[S:5]([C:8]2[C:13]([CH3:14])=[CH:12][C:11]([O:15][CH3:16])=[CH:10][C:9]=2[CH3:17])(=[O:6])=[O:7])[CH2:2][CH2:3]1 |f:3.4.5|. The product is C1(CC1)N(S(=O)(=O)C1=C(C=C(C=C1C)OC)C)CC=1OC=C(N1)C(=O)N(C)CC1=CC=C(C=C1)CN1CC(C1)O (2-({Cyclopropyl[(4-methoxy-2,6-dimethylphenyl)sulfonyl]amino}methyl)-N-{4-[(3-hydroxyazetidin-1-yl)methyl]benzyl}-N-methyl-1,3-oxazole-4-carboxamide). Procedure details: The title compound was prepared according to general procedure BH using 2-({cyclopropyl[(4-methoxy-2,6-dimethylphenyl)sulfonyl]amino}methyl)-1,3-oxazole-4-carboxylic acid (40 mg, 0.11 mmol), EDCI (29 mg, 0.15 mmol), HOBt (22 mg, 0.16 mmol) DIPEA (0.04 mL, 0.21 mmol), 1-{4-[(methylamino)methyl]benzyl}azetidin-3-ol dihydrochloride (35 mg, 0.13 mmol) and DCM (10 mL). Reactants: C1(CC1)N(S(=O)(=O)C1=C(C=C(C=C1C)OC)C)CC=1OC=C(N1)C(=O)O (2-({cyclopropyl[(4-methoxy-2,6-dimethylphenyl)sulfonyl]amino}methyl)-1,3-oxazole-4-carboxylic acid), Cl.Cl.CNCC1=CC=C(CN2CC(C2)O)C=C1 (1-{4-[(methylamino)methyl]benzyl}azetidin-3-ol dihydrochloride), CCN=C=NCCCN(C)C (EDCI), C=1C=CC2=C(C1)N=NN2O (HOBt). The solvent is C(Cl)Cl (DCM).